From a dataset of the Open Reaction Database (ORD), a public repository of structured organic reaction records. describe an organic reaction: reactants, conditions, products, and yield Starting materials: C(CCCCCCCCCCCCCCCCCCCCC)(=O)O (behenic acid), [OH-].[Ca+2].[OH-] (calcium hydroxide). Solvent: C(C)(=O)O (acetic acid). Run at time 30 minute. Yields the product C(CCCCCCCCCCCCCCCCCCCCC)(=O)[O-].[Ca+2].C(CCCCCCCCCCCCCCCCCCCCC)(=O)[O-] (calcium behenate). RXN SMILES: [C:1]([OH:24])(=[O:23])[CH2:2][CH2:3][CH2:4][CH2:5][CH2:6][CH2:7][CH2:8][CH2:9][CH2:10][CH2:11][CH2:12][CH2:13][CH2:14][CH2:15][CH2:16][CH2:17][CH2:18][CH2:19][CH2:20][CH2:21][CH3:22].[OH-].[Ca+2:26].[OH-]>C(O)(=O)C>[C:1]([O-:24])(=[O:23])[CH2:2][CH2:3][CH2:4][CH2:5][CH2:6][CH2:7][CH2:8][CH2:9][CH2:10][CH2:11][CH2:12][CH2:13][CH2:14][CH2:15][CH2:16][CH2:17][CH2:18][CH2:19][CH2:20][CH2:21][CH3:22].[Ca+2:26].[C:1]([O-:24])(=[O:23])[CH2:2][CH2:3][CH2:4][CH2:5][CH2:6][CH2:7][CH2:8][CH2:9][CH2:10][CH2:11][CH2:12][CH2:13][CH2:14][CH2:15][CH2:16][CH2:17][CH2:18][CH2:19][CH2:20][CH2:21][CH3:22] |f:1.2.3,5.6.7|. Procedure details: 139.9 g of behenic acid and 19.0 g of calcium hydroxide were initially introduced and mixed with stirring at 60° to 65° C. After addition of 0.8 g of acetic acid (0.5%, based on the mixture as a whole), the temperature rose to 85° C. The total stirring time was 30 minutes; a dust-like powder was present after only 2 minutes. The reaction was carried out under a slight vacuum as in Example 1.